This data is from the Open Reaction Database (ORD), a public repository of structured organic reaction records. The task is: describe an organic reaction: reactants, conditions, products, and yield Starting materials: C1CCOC1 (THF), COC1=CC=C(C=C1)[Mg]Br (4-methoxyphenylmagnesium bromide), COC1=CC=C(C=C1)[Mg]Br (4-methoxyphenylmagnesium bromide), BrC1=CC=C(CCBr)C=C1 (4-Bromophenethyl bromide), C1CCOC1 (THF). The solvent is CCCCCC.C(C)(=O)OCC (hexane ethyl acetate). The product is BrC1=CC=C(CCC2=CC=C(C=C2)OC)C=C1 (4-(4-Bromophenethyl)-1-methoxybenzene), liquid. Isolated yield 78.0%. RXN SMILES: [Br:1][C:2]1[CH:10]=[CH:9][C:5]([CH2:6][CH2:7]Br)=[CH:4][CH:3]=1.C1COCC1.[CH3:16][O:17][C:18]1[CH:23]=[CH:22][C:21]([Mg]Br)=[CH:20][CH:19]=1>CCCCCC.C(OCC)(=O)C>[Br:1][C:2]1[CH:10]=[CH:9][C:5]([CH2:6][CH2:7][C:21]2[CH:22]=[CH:23][C:18]([O:17][CH3:16])=[CH:19][CH:20]=2)=[CH:4][CH:3]=1 |f:3.4|. Procedure: 4-Bromophenethyl bromide (261.4 mg, 1.0 mmol) and a THF solution (1.42 mL, 1.06 M, 1.5 mmol) of 4-methoxyphenylmagnesium bromide were used as starting materials, and reacted as in Entry 1. Conditions: The THF solution of 4-methoxyphenylmagnesium bromide was added dropwise at 40° C. over 3 hours. After thin-layer chromatography (hexane/ethyl acetate=92/8), the title compound was obtained as a colorless liquid (0.226 g, yield 78%). Starting materials: CC(C)O, ClCCl, [Mg+2], [Mg+2], c1cc(-c2ccnc3nc(N4CCNCC4)nn23)ccn1, c1ccc(OCC2CO2)cc1, [O-][Si]([O-])([O-])[O-]. The product is OC(COc1ccccc1)CN1CCN(c2nc3nccc(-c4ccncc4)n3n2)CC1. As a reaction SMILES: [CH3:33][CH:34]([OH:35])[CH3:36].[Cl:44][CH2:45][Cl:46].[Mg+2:42].[Mg+2:43].[N:1]1([c:7]2[n:8][n:9]3[c:10]([n:11][cH:12][cH:13][c:14]3-[c:15]3[cH:16][cH:17][n:18][cH:19][cH:20]3)[n:21]2)[CH2:2][CH2:3][NH:4][CH2:5][CH2:6]1.[O:22]1[CH:23]([CH2:24][O:25][c:26]2[cH:27][cH:28][cH:29][cH:30][cH:31]2)[CH2:32]1.[Si:37]([O-:38])([O-:39])([O-:40])[O-:41]>>[N:1]1([c:7]2[n:8][n:9]3[c:10]([n:11][cH:12][cH:13][c:14]3-[c:15]3[cH:16][cH:17][n:18][cH:19][cH:20]3)[n:21]2)[CH2:2][CH2:3][N:4]([CH2:32][CH:23]([OH:22])[CH2:24][O:25][c:26]2[cH:27][cH:28][cH:29][cH:30][cH:31]2)[CH2:5][CH2:6]1. Reactants: CC(Br)Br, Fc1ccccc1Cn1cccc1Br, [Cl-], O=C1CCN(CCCc2noc3cc(F)ccc23)CC1, [Mg], [NH4+], C1CCOC1. Yields the product OC1(c2cccn2Cc2ccccc2F)CCN(CCCc2noc3cc(F)ccc23)CC1. As a reaction SMILES: [Br:16][CH:17]([Br:18])[CH3:19].[Br:2][c:3]1[n:4]([CH2:8][c:9]2[c:10]([F:15])[cH:11][cH:12][cH:13][cH:14]2)[cH:5][cH:6][cH:7]1.[Cl-:40].[F:20][c:21]1[cH:22][c:23]2[c:24]([c:25]([CH2:28][CH2:29][CH2:30][N:31]3[CH2:32][CH2:33][C:34](=[O:37])[CH2:35][CH2:36]3)[n:26][o:27]2)[cH:38][cH:39]1.[Mg:1].[NH4+:41].[O:42]1[CH2:43][CH2:44][CH2:45][CH2:46]1>>[c:3]1([C:34]2([OH:37])[CH2:33][CH2:32][N:31]([CH2:30][CH2:29][CH2:28][c:25]3[c:24]4[c:23]([cH:22][c:21]([F:20])[cH:39][cH:38]4)[o:27][n:26]3)[CH2:36][CH2:35]2)[n:4]([CH2:8][c:9]2[c:10]([F:15])[cH:11][cH:12][cH:13][cH:14]2)[cH:5][cH:6][cH:7]1. Starting materials: C(CC=C)N (but-3-enylamine), C1(CCC(=O)O1)=O (succinic anhydride), [OH-].[Na+] (NaOH). Run in C(Cl)Cl (DCM). Reaction conditions: time 16 hour. The product is C(CC=C)NC(CCC(=O)O)=O (N-But-3-enyl-succinamic acid). RXN SMILES: [CH2:1]([NH2:5])[CH2:2][CH:3]=[CH2:4].[C:6]1(=[O:12])[O:11][C:9](=[O:10])[CH2:8][CH2:7]1.[OH-].[Na+]>C(Cl)Cl>[CH2:1]([NH:5][C:6](=[O:12])[CH2:7][CH2:8][C:9]([OH:11])=[O:10])[CH2:2][CH:3]=[CH2:4] |f:2.3|. Reported procedure: A mixture of 0.71 g (10 mmol) but-3-enylamine and 1.0 g (10 mmol) succinic anhydride in 10 ml DCM is stirred for 16 h. The mixture is poured into 25 ml 1N NaOH, washed with TBME, acidified with 6 ml 6N HCl, saturated with NaCl and extracted with THF/EtOAc twice. The combined organic layers are dried with sodium sulfate and evaporated to yield the title compound. The reactants are NN1CCOCC1 (N-aminomorpholine), BrCC(=O)OC(C)(C)C (t-butyl bromoacetate), C([O-])([O-])=O.[Na+].[Na+] (sodium carbonate). Solvent: CN(C)C=O (DMF). Reaction conditions: time 8 hour. Yields the product C(C)(C)(C)OC(CNN1CCOCC1)=O (N-(morpholino)glycine t-butyl ester). Yield: 29.7%. As a reaction SMILES: [NH2:1][N:2]1[CH2:7][CH2:6][O:5][CH2:4][CH2:3]1.Br[CH2:9][C:10]([O:12][C:13]([CH3:16])([CH3:15])[CH3:14])=[O:11].C(=O)([O-])[O-].[Na+].[Na+]>CN(C=O)C>[C:13]([O:12][C:10](=[O:11])[CH2:9][NH:1][N:2]1[CH2:7][CH2:6][O:5][CH2:4][CH2:3]1)([CH3:16])([CH3:15])[CH3:14] |f:2.3.4|. Procedure: A mixture of N-aminomorpholine (4 g), t-butyl bromoacetate (7.6 g) and sodium carbonate (2.1 g) in 20 ml of DMF was stirred at room temperature overnight. After concentration in vacuo, the residue was taken up in ethyl acetate. The organic solution was washed with water, dried, filtered and concentrated in vacuo to give 2.5 g of crude N-(morpholino)glycine t-butyl ester (compound III-A). This crude compound was used without further purification. To a solution of 5 g of the product (I-D) in 10 ml... Starting materials: ClC1=CC=C(S1)C(=O)O (5-chlorothiophene-2-carboxylic acid), C(=O)(N1C=NC=C1)N1C=NC=C1 (1,1′-carbonyldiimidazole), Cl (hydrochloric acid), [Mg+].C(CC(=O)[O-])(=O)OCC (Monoethyl malonate monomagnesium salt). Solvent: O1CCCC1 (tetrahydrofuran), C(C)(=O)OCC (ethyl acetate), O (water). Conditions: time 6 hour. The product is ClC1=CC=C(S1)C(CC(=O)OCC)=O (ethyl 3-(5-chloro-2-thienyl)-3-oxopropionate). RXN SMILES: [Cl:1][C:2]1[S:6][C:5]([C:7]([OH:9])=O)=[CH:4][CH:3]=1.C(N1C=CN=C1)(N1C=CN=C1)=O.[Mg+].[C:23]([O:29][CH2:30][CH3:31])(=[O:28])[CH2:24]C([O-])=O.Cl>O1CCCC1.C(OCC)(=O)C.O>[Cl:1][C:2]1[S:6][C:5]([C:7](=[O:9])[CH2:24][C:23]([O:29][CH2:30][CH3:31])=[O:28])=[CH:4][CH:3]=1 |f:2.3|. Reported procedure: To a solution of 5-chlorothiophene-2-carboxylic acid (10.12 g, 62.24 mmol) in tetrahydrofuran (80 ml) was added 1,1′-carbonyldiimidazole (11.1 g, 68.5 mmol) at room temperature and the mixture was stirred as it was for 6 hrs. Monoethyl malonate monomagnesium salt (9.81 g, 34.2 mmol) was added to this mixture at room temperature and the mixture was stirred at 60° C. for 3 hrs. The reaction solution was diluted with ethyl acetate and water, and acidified with conc. hydrochloric acid. The ethyl ace... As a reaction SMILES: [C:20]([Br:21])([Br:22])([Br:23])[Br:24].[C:25]([CH3:26])([CH3:27])([CH3:28])[O:29][C:30](=[O:31])[N:32]1[CH2:33][CH2:34][CH:35]([CH:38]=[O:39])[CH2:36][CH2:37]1.[CH3:43][CH2:44][O:45][CH2:46][CH3:47].[Cl:40][CH2:41][Cl:42].[c:1]1([P:2]([c:3]2[cH:4][cH:5][cH:6][cH:7][cH:8]2)[c:9]2[cH:10][cH:11][cH:12][cH:13][cH:14]2)[cH:15][cH:16][cH:17][cH:18][cH:19]1>>[C:20]([Br:21])([Br:24])=[CH:38][CH:35]1[CH2:34][CH2:33][N:32]([C:30]([O:29][C:25]([CH3:26])([CH3:27])[CH3:28])=[O:31])[CH2:37][CH2:36]1. Reactants: BrC(Br)(Br)Br, CC(C)(C)OC(=O)N1CCC(C=O)CC1, CCOCC, ClCCl, c1ccc(P(c2ccccc2)c2ccccc2)cc1. The product is CC(C)(C)OC(=O)N1CCC(C=C(Br)Br)CC1. Starting materials: C([O-])([O-])=O.[Cs+].[Cs+] (cesium carbonate), N1N=C(N=C1)S (1H-1,2,4-triazole-3-thiol), C(C)(=O)O[BH-](OC(C)=O)OC(C)=O.[Na+] (sodium triacetoxyborohydride), C(C)(C)(C)OC(=O)N[C@@]1([C@@H]2[C@H]([C@@H]2[C@H]([C@H]1CSC1=CC(=C(C=C1)F)C)OS(=O)(=O)C)C(=O)OC(C)(C)C)C(=O)OC(C)(C)C (Di-tert-butyl (1S,2R,3S,4R,5R,6R)-2-(tert-butoxycarbonylamino)-3-[(4-fluoro-3-methyl-phenyl)sulfanylmethyl]-4-methylsulfonyloxy-bicyclo[3.1.0]hexane-2,6-dicarboxylate). Run in CN(C=O)C (dimethylformamide). Run at temperature 40 celsius, time 72 hour. The product is C(C)(C)(C)OC(=O)N[C@@]1([C@@H]2[C@H]([C@@H]2[C@@H]([C@H]1CSC1=CC(=C(C=C1)F)C)SC1=NNC=N1)C(=O)OC(C)(C)C)C(=O)OC(C)(C)C (Di-tert-butyl (1R,2R,3R,4S,5R,6R)-2-(tert-butoxycarbonylamino)-3-[(4-fluoro-3-methyl-phenyl)sulfanylmethyl]-4-(1H-1,2,4-triazol-3-ylsulfanyl)bicyclo[3.1.0]hexane-2,6-dicarboxylate). The yield is 16.4%. RXN SMILES: [C:1]([O:5][C:6]([NH:8][C@@:9]1([C:37]([O:39][C:40]([CH3:43])([CH3:42])[CH3:41])=[O:38])[C@H:14]([CH2:15][S:16][C:17]2[CH:22]=[CH:21][C:20]([F:23])=[C:19]([CH3:24])[CH:18]=2)[C@H:13](OS(C)(=O)=O)[C@@H:12]2[C@H:10]1[C@H:11]2[C:30]([O:32][C:33]([CH3:36])([CH3:35])[CH3:34])=[O:31])=[O:7])([CH3:4])([CH3:3])[CH3:2].C(=O)([O-])[O-].[Cs+].[Cs+].[NH:50]1[CH:54]=[N:53][C:52]([SH:55])=[N:51]1.C(O[BH-](OC(=O)C)OC(=O)C)(=O)C.[Na+]>CN(C)C=O>[C:1]([O:5][C:6]([NH:8][C@@:9]1([C:37]([O:39][C:40]([CH3:43])([CH3:42])[CH3:41])=[O:38])[C@H:14]([CH2:15][S:16][C:17]2[CH:22]=[CH:21][C:20]([F:23])=[C:19]([CH3:24])[CH:18]=2)[C@@H:13]([S:55][C:52]2[N:53]=[CH:54][NH:50][N:51]=2)[C@@H:12]2[C@H:10]1[C@H:11]2[C:30]([O:32][C:33]([CH3:35])([CH3:34])[CH3:36])=[O:31])=[O:7])([CH3:4])([CH3:2])[CH3:3] |f:1.2.3,5.6|. Procedure: Di-tert-butyl (1S,2R,3S,4R,5R,6R)-2-(tert-butoxycarbonylamino)-3-[(4-fluoro-3-methyl-phenyl)sulfanylmethyl]-4-methylsulfonyloxy-bicyclo[3.1.0]hexane-2,6-dicarboxylate (5.3 g, 8.21 mmol) is dissolved in dimethylformamide (100 mL). To this mixture is added cesium carbonate (5.40 g, 16.41 mmol), 1H-1,2,4-triazole-3-thiol (3.42 g, 32.83 mmol), and sodium triacetoxyborohydride (906 mg, 4.10 mmol). The mixture is stirred at 40° C. for 72 hours. The reaction is cooled and quenched with water and aqueou...